Dataset: the Open Reaction Database (ORD), a public repository of structured organic reaction records. Task: describe an organic reaction: reactants, conditions, products, and yield Starting materials: ClC1=NC=CC=C1NC(C1=CC=C(C=C1)[N+](=O)[O-])=O (2-chloro-3-(4-nitrobenzoyl)aminopyridine), [H-].[Na+] (sodium hydride), Cl.CN(CCCCl)C (3-Dimethylaminopropyl chloride hydrochloride). The solvent is C(C)(=O)OCC (ethyl acetate), CN(C=O)C (N,N-dimethylformamide). Run at temperature 0 celsius. The product is [N+](=O)([O-])C1=CC=C(C(=O)N2C3=C(N(CCC2)C)N=CC=C3)C=C1 (1-(4-nitrobenzoyl)-5-methyl-2,3,4,5-tetrahydropyrido [3,2 -b][1,4]diazepine). Yield: 20.7%. RXN SMILES: Cl[C:2]1[C:7]([NH:8][C:9](=[O:19])[C:10]2[CH:15]=[CH:14][C:13]([N+:16]([O-:18])=[O:17])=[CH:12][CH:11]=2)=[CH:6][CH:5]=[CH:4][N:3]=1.[H-].[Na+].Cl.[CH3:23][N:24](C)[CH2:25][CH2:26][CH2:27]Cl>CN(C)C=O.C(OCC)(=O)C>[N+:16]([C:13]1[CH:14]=[CH:15][C:10]([C:9]([N:8]2[CH2:27][CH2:26][CH2:25][N:24]([CH3:23])[C:2]3[N:3]=[CH:4][CH:5]=[CH:6][C:7]2=3)=[O:19])=[CH:11][CH:12]=1)([O-:18])=[O:17] |f:1.2,3.4|. Procedure: To a solution of 2-chloro-3-(4-nitrobenzoyl)aminopyridine (1.93 g) in N,N-dimethylformamide (13 ml) was added sodium hydride (60 % in oil, 585 mg) and the solution was stirred at 0° C. for ten minutes. 3-Dimethylaminopropyl chloride hydrochloride (1.16 g) was added to the solution and the mixture was stirred for 3 hours at 150° C. The solution was diluted with ethyl acetate and the solution was washed with successively with water, saturated aqueous sodium hydrogen carbonate and brine. The organi... Reactants: S1N=NC(=C1)C(=O)Cl (1,2,3-thiadiazole-4-carbonyl chloride), NC1=NC(=NC2=CC(=C(C=C12)OC)OC)N1CCNCC1 (4-amino-6,7-dimethoxy-2-(1-piperazinyl) quinazoline). Product: Cl.NC1=NC(=NC2=CC(=C(C=C12)OC)OC)N1CCN(CC1)C(=O)C=1N=NSC1 (4Amino-6,7-dimethoxy-2-[4-(1,2,3-thiadiazole-4-carbonyl)piperazin-1-yl]quinazoline Hydrochloride). Reaction SMILES: [S:1]1[CH:5]=[C:4]([C:6]([Cl:8])=[O:7])[N:3]=[N:2]1.[NH2:9][C:10]1[C:19]2[C:14](=[CH:15][C:16]([O:22][CH3:23])=[C:17]([O:20][CH3:21])[CH:18]=2)[N:13]=[C:12]([N:24]2[CH2:29][CH2:28][NH:27][CH2:26][CH2:25]2)[N:11]=1>>[ClH:8].[NH2:9][C:10]1[C:19]2[C:14](=[CH:15][C:16]([O:22][CH3:23])=[C:17]([O:20][CH3:21])[CH:18]=2)[N:13]=[C:12]([N:24]2[CH2:29][CH2:28][N:27]([C:6]([C:4]3[N:3]=[N:2][S:1][CH:5]=3)=[O:7])[CH2:26][CH2:25]2)[N:11]=1 |f:2.3|. Procedure: The title compound was prepared by reacting 1,2,3-thiadiazole-4-carbonyl chloride (D. L. Pain and R. Slack, J. Chem. Soc., 5166 (1965)) and 4-amino-6,7-dimethoxy-2-(1-piperazinyl) quinazoline according to the procedure of Example 1. After crystallization from aqueous ethanol, the title compound melted at 270° C. (dec.). Starting materials: C(C)OC(=O)C=1NC2=CC=CC(=C2C1)OC(C(C)C)C (4-(1,2-Dimethyl-propoxy)-1H-indole-2-carboxylic acid ethyl ester), [OH-].[K+] (KOH), CCO (EtOH). Reaction conditions: time 48 hour. Product: CC(C(C)C)OC1=C2C=C(NC2=CC=C1)C(=O)O (4-(1,2-Dimethyl-propoxy)-1H-indole-2-carboxylic acid). As a reaction SMILES: C([O:3][C:4]([C:6]1[NH:7][C:8]2[C:13]([CH:14]=1)=[C:12]([O:15][CH:16]([CH3:20])[CH:17]([CH3:19])[CH3:18])[CH:11]=[CH:10][CH:9]=2)=[O:5])C.[OH-].[K+].CCO>>[CH3:20][CH:16]([O:15][C:12]1[CH:11]=[CH:10][CH:9]=[C:8]2[C:13]=1[CH:14]=[C:6]([C:4]([OH:5])=[O:3])[NH:7]2)[CH:17]([CH3:18])[CH3:19] |f:1.2|. Procedure: 4-(1,2-Dimethyl-propoxy)-1H-indole-2-carboxylic acid ethyl ester 89 (2.4 g, 8.72 mmol) is mixed with a 1M-solution of KOH in EtOH (43.6 ml, 87.2 mmol) and stirred for 48 hours. The solvent is then evaporated and the residue is partitioned between water and ether. The water layer is acidified with HCl and extracted twice with ether. The combined organic layers are washed with brine, dried over anhydrous sodium sulfate, filtered and evaporated to give a beige powder.